Dataset: the Open Reaction Database (ORD), a public repository of structured organic reaction records. Task: describe an organic reaction: reactants, conditions, products, and yield The reactants are COc1cc(Cl)c(C)cc1Br, CCO, [Na+], [Na+], O=C([O-])[O-], CC(Oc1ccc(B(O)O)cc1)C(O)CCc1cccnc1, c1ccc(P(c2ccccc2)(c2ccccc2)[Pd](P(c2ccccc2)(c2ccccc2)c2ccccc2)(P(c2ccccc2)(c2ccccc2)c2ccccc2)P(c2ccccc2)(c2ccccc2)c2ccccc2)cc1. Yields the product COc1cc(Cl)c(C)cc1-c1ccc(OC(C)C(O)CCc2cccnc2)cc1. As a reaction SMILES: [Br:23][c:24]1[c:25]([O:32][CH3:33])[cH:26][c:27]([Cl:31])[c:28]([CH3:30])[cH:29]1.[CH3:40][CH2:41][OH:42].[Na+:34].[Na+:35].[O-:36][C:37](=[O:38])[O-:39].[OH:1][CH:2]([CH:3]([O:4][c:5]1[cH:6][cH:7][c:8]([B:11]([OH:12])[OH:13])[cH:9][cH:10]1)[CH3:14])[CH2:15][CH2:16][c:17]1[cH:18][n:19][cH:20][cH:21][cH:22]1.[cH:43]1[cH:44][cH:45][c:46]([P:47]([Pd:48]([P:49]([c:50]2[cH:51][cH:52][cH:53][cH:54][cH:55]2)([c:56]2[cH:57][cH:58][cH:59][cH:60][cH:61]2)[c:62]2[cH:63][cH:64][cH:65][cH:66][cH:67]2)([P:68]([c:69]2[cH:70][cH:71][cH:72][cH:73][cH:74]2)([c:75]2[cH:76][cH:77][cH:78][cH:79][cH:80]2)[c:81]2[cH:82][cH:83][cH:84][cH:85][cH:86]2)[P:87]([c:88]2[cH:89][cH:90][cH:91][cH:92][cH:93]2)([c:94]2[cH:95][cH:96][cH:97][cH:98][cH:99]2)[c:100]2[cH:101][cH:102][cH:103][cH:104][cH:105]2)([c:106]2[cH:107][cH:108][cH:109][cH:110][cH:111]2)[c:112]2[cH:113][cH:114][cH:115][cH:116][cH:117]2)[cH:118][cH:119]1>>[OH:1][CH:2]([CH:3]([O:4][c:5]1[cH:6][cH:7][c:8](-[c:24]2[c:25]([O:32][CH3:33])[cH:26][c:27]([Cl:31])[c:28]([CH3:30])[cH:29]2)[cH:9][cH:10]1)[CH3:14])[CH2:15][CH2:16][c:17]1[cH:18][n:19][cH:20][cH:21][cH:22]1. Starting materials: crude material, C=O (formaldehyde), [BH-](OC(=O)C)(OC(=O)C)OC(=O)C.[Na+] (Na(OAc)3BH), C(C)(C)(C)OC(=O)N1CCN(CC1)CCCN1C=CC2=CC(=CC=C12)C=1NC(=C(N1)C1=CC(=CC=C1)C(F)(F)F)C (4-(3-{5-[5-methyl-4-(3-trifluoromethyl-phenyl)-1H-imidazol-2-yl]-indol-1-yl}-propyl)-piperazine-1-carboxylic acid tert-butyl ester), Cl (HCl). Reagents/catalysts: C(C)(=O)O (acetic acid). The solvent is ClC(C)Cl (dichloroethane), C(=O)O (formic acid). Conditions: time 30 minute. Yields the product CN1CCN(CC1)CCCN1C=CC2=CC(=CC=C12)C=1NC(=C(N1)C1=CC(=CC=C1)C(F)(F)F)C (1-[3-(4-Methyl-piperazin-1-yl )-propyl]-5-[5-methyl-4-(3-trifluoromethyl-phenyl)-1H-imidazol-2-yl]-1H-indole). The yield is 41.5%. As a reaction SMILES: C(O[C:6]([N:8]1[CH2:13][CH2:12][N:11]([CH2:14][CH2:15][CH2:16][N:17]2[C:25]3[C:20](=[CH:21][C:22]([C:26]4[NH:27][C:28]([CH3:41])=[C:29]([C:31]5[CH:36]=[CH:35][CH:34]=[C:33]([C:37]([F:40])([F:39])[F:38])[CH:32]=5)[N:30]=4)=[CH:23][CH:24]=3)[CH:19]=[CH:18]2)[CH2:10][CH2:9]1)=O)(C)(C)C.Cl.C=O.[BH-](OC(C)=O)(OC(C)=O)OC(C)=O.[Na+]>C(O)=O.ClC(Cl)C.C(O)(=O)C>[CH3:6][N:8]1[CH2:9][CH2:10][N:11]([CH2:14][CH2:15][CH2:16][N:17]2[C:25]3[C:20](=[CH:21][C:22]([C:26]4[NH:27][C:28]([CH3:41])=[C:29]([C:31]5[CH:36]=[CH:35][CH:34]=[C:33]([C:37]([F:39])([F:40])[F:38])[CH:32]=5)[N:30]=4)=[CH:23][CH:24]=3)[CH:19]=[CH:18]2)[CH2:12][CH2:13]1 |f:3.4|. Procedure: To a solution of 4-(3-{5-[5-methyl-4-(3-trifluoromethyl-phenyl)-1H-imidazol-2-yl]-indol-1-yl}-propyl)-piperazine-1-carboxylic acid tert-butyl ester (91 mg, 0.16 mmol) in formic acid (2 mL) was added 4 M HCl (0.5 mL). The mixture was stirred for 30 min. The mixture was concentrated and the residue was partitioned between CHCl3 (2×) and 1 M NaOH (5 mL). The combined organic layers were dried and concentrated to give a crude product (52 mg). To a solution of this crude material in dichloroethane (3... Starting materials: copper-1-iodide, bis-triphenylphosphine palladium-dichloride, C[Si](C)(C)C#C (trimethylsilylacetylene), C([O-])([O-])=O.[K+].[K+] (potassium carbonate), ClC=1C=C(C=C(C1)OS(=O)(=O)C(F)(F)F)S(=O)(=O)N(C=1C=CC=2N(C3=CC=CC=C3C2C1)CC)CC(=O)OC(C)(C)C (tert-butyl [(3-chloro-5-trifluoromethylsulphonyloxy-phenylsulphonyl)-(9-ethyl-9H-carbazol-3-yl)-amino]-acetate), C(C)(=O)OCC (ethyl acetate). Run in CN(C=O)C (dimethylformamide). Run at temperature 60 celsius, time 8 hour. Procedure details: 320 mg tert-butyl [(3-chloro-5-trifluoromethylsulphonyloxy-phenylsulphonyl)-(9-ethyl-9H-carbazol-3-yl)-amino]-acetate are dissolved in 4 ml dimethylformamide. 20 mg copper-1-iodide, 40 mg bis-triphenylphosphine-palladium-dichloride and 210 μl trimethylsilylacetylene are added under argon. Then the mixture is heated to 60° C. for 6 hours and then stirred overnight at ambient temperature. The mixture is then divided between saturated potassium carbonate solution and ethyl acetate. The organic phas... RXN SMILES: [Cl:1][C:2]1[CH:3]=[C:4]([S:16]([N:19]([CH2:35][C:36]([O:38][C:39]([CH3:42])([CH3:41])[CH3:40])=[O:37])[C:20]2[CH:21]=[CH:22][C:23]3[N:24]([CH2:33][CH3:34])[C:25]4[C:30]([C:31]=3[CH:32]=2)=[CH:29][CH:28]=[CH:27][CH:26]=4)(=[O:18])=[O:17])[CH:5]=[C:6](OS(C(F)(F)F)(=O)=O)[CH:7]=1.[CH3:43][Si:44]([C:47]#[CH:48])([CH3:46])[CH3:45].C(=O)([O-])[O-].[K+].[K+].C(OCC)(=O)C>CN(C)C=O>[C:39]([O:38][C:36](=[O:37])[CH2:35][N:19]([S:16]([C:4]1[CH:5]=[C:6]([C:48]#[C:47][Si:44]([CH3:46])([CH3:45])[CH3:43])[CH:7]=[C:2]([Cl:1])[CH:3]=1)(=[O:17])=[O:18])[C:20]1[CH:21]=[CH:22][C:23]2[N:24]([CH2:33][CH3:34])[C:25]3[C:30]([C:31]=2[CH:32]=1)=[CH:29][CH:28]=[CH:27][CH:26]=3)([CH3:41])([CH3:40])[CH3:42] |f:2.3.4|. The product is C(C)(C)(C)OC(CN(C=1C=CC=2N(C3=CC=CC=C3C2C1)CC)S(=O)(=O)C1=CC(=CC(=C1)C#C[Si](C)(C)C)Cl)=O (tert-butyl[(3-chloro-5-trimethylsilylethynyl-Phenylsulphonyl)-(9-ethyl-9H-carbazol-3-yl)-amino]-acetate). Starting materials: FC(C(=O)O)(F)F.C(C)OC(=O)[C@H]1NC[C@H](C1)N=[N+]=[N-] ((2S,4S)-4-azido-pyrrolidine-2-carboxylic acid ethyl ester trifluoroacetate salt), COC(=O)[C@H]1N(C[C@H](C1)N)CC1CCCCC1 ((2S,4S)-4-amino-1-cyclohexylmethyl-pyrrolidine-2-carboxylic acid methyl ester). The product is C(C)OC(=O)[C@H]1N(C[C@H](C1)N)CC(C)C ((2S,4S)-4-Amino-1-isobutyl-pyrrolidine-2-carboxylic acid ethyl ester). RXN SMILES: FC(F)(F)C(O)=O.[CH2:8]([O:10][C:11]([C@@H:13]1[CH2:17][C@H:16]([N:18]=[N+]=[N-])[CH2:15][NH:14]1)=[O:12])[CH3:9].COC([C@@H]1C[C@H](N)CN1[CH2:31][CH:32]1[CH2:37]CCC[CH2:33]1)=O>>[CH2:8]([O:10][C:11]([C@@H:13]1[CH2:17][C@H:16]([NH2:18])[CH2:15][N:14]1[CH2:31][CH:32]([CH3:37])[CH3:33])=[O:12])[CH3:9] |f:0.1|. Reported procedure: (2S,4S)-4-Amino-1-isobutyl-pyrrolidine-2-carboxylic acid ethyl ester was prepared from (2S,4S)-4-azido-pyrrolidine-2-carboxylic acid ethyl ester trifluoroacetate salt in a similar reaction sequence used in the preparation of (2S,4S)-4-amino-1-cyclohexylmethyl-pyrrolidine-2-carboxylic acid methyl ester. MS calcd. for C11H23N2O2 [(M+H)+] 215, obsd. 215. Product: [C@@H]1(C[C@H](O)[C@H](O1)CO)N1C(=CC(=C1)C)[N+](=O)[O-] (1-(2-deoxy-β-D-ribofuranosyl)-4-methyl-2-nitropyrrole). Reaction SMILES: C[Sn](C)(C)C.[C@@H:6]1([N:14]2[CH:18]=[C:17](I)[CH:16]=[C:15]2[N+:20]([O-:22])=[O:21])[O:11][C@H:10]([CH2:12][OH:13])[C@@H:8]([OH:9])[CH2:7]1.[C:23]1([As](C2C=CC=CC=2)C2C=CC=CC=2)C=CC=CC=1>Cl[Pd](Cl)([P](C1C=CC=CC=1)(C1C=CC=CC=1)C1C=CC=CC=1)[P](C1C=CC=CC=1)(C1C=CC=CC=1)C1C=CC=CC=1.CN(C=O)C>[C@@H:6]1([N:14]2[CH:18]=[C:17]([CH3:23])[CH:16]=[C:15]2[N+:20]([O-:22])=[O:21])[O:11][C@H:10]([CH2:12][OH:13])[C@@H:8]([OH:9])[CH2:7]1 |^1:44,63|. The solvent is CN(C)C=O (DMF). Starting materials: C[Sn](C)(C)C (Tetramethyltin), [C@@H]1(C[C@H](O)[C@H](O1)CO)N1C(=CC(=C1)I)[N+](=O)[O-] (1-(2-deoxy-β-D-ribofuranosyl)-4-iodo-2-nitropyrrole), C1(=CC=CC=C1)[As](C1=CC=CC=C1)C1=CC=CC=C1 (triphenylarsine). The yield is 150.0%. The reagents and catalysts are Cl[Pd]([P](C1=CC=CC=C1)(C2=CC=CC=C2)C3=CC=CC=C3)([P](C4=CC=CC=C4)(C5=CC=CC=C5)C6=CC=CC=C6)Cl (bis(triphenylphosphine)palladium(II) dichloride). Procedure details: Tetramethyltin (287 μL, 2 mmol) was added to a DMF (2 mL) solution containing 1-(2-deoxy-β-D-ribofuranosyl)-4-iodo-2-nitropyrrole (142 mg, 0.4 mmol), bis(triphenylphosphine)palladium(II) dichloride (14 mg, 0.02 mmol), and triphenylarsine (12 mg, 0.04 mmol), followed by reaction at 60° C. for 2 days. The reaction solution was separated between ethyl acetate (50 mL) and water (50 mL). The organic layer was concentrated and purified by HPLC to yield 1-(2-deoxy-β-D-ribofuranosyl)-4-methyl-2-nitropyr... Starting materials: CSc1ccccc1CCC(OS(C)(=O)=O)C(C)OCc1ccccc1, [H-], [Na+], CN(C)C=O, O, NC(=O)c1c[nH]cn1. Product: CSc1ccccc1CCC(C(C)OCc1ccccc1)n1cnc(C(N)=O)c1. Reaction SMILES: [CH2:11]([c:12]1[cH:13][cH:14][cH:15][cH:16][cH:17]1)[O:18][CH:19]([CH:20]([CH2:21][CH2:22][c:23]1[c:24]([S:29][CH3:30])[cH:25][cH:26][cH:27][cH:28]1)[O:31][S:32]([CH3:33])(=[O:34])=[O:35])[CH3:36].[H-:9].[Na+:10].[O:38]=[CH:39][N:40]([CH3:41])[CH3:42].[OH2:37].[nH:1]1[cH:2][n:3][c:4]([C:6](=[O:7])[NH2:8])[cH:5]1>>[n:1]1([CH:20]([CH:19]([O:18][CH2:11][c:12]2[cH:13][cH:14][cH:15][cH:16][cH:17]2)[CH3:36])[CH2:21][CH2:22][c:23]2[c:24]([S:29][CH3:30])[cH:25][cH:26][cH:27][cH:28]2)[cH:2][n:3][c:4]([C:6](=[O:7])[NH2:8])[cH:5]1. Procedure details: The title compound was prepared according to the procedure described in Example 19 employing 3-amino-6-chloro-2-(3-chlorobenzoyl)indole (Example 30) and propionyl chloride. m.p.: 129-130° C. 1H-NMR (CDCl3): 9.95 (1H, br s), 8.30 (1H, d, J=9.2 Hz), 8.17 (1H, br s), 7.78-7.59 (3H, m), 7.51 (1H, t, J=7.7 Hz), 7.32 (1H, d, J=1.1 Hz), 7.11 (1H, dd, J=1.8, 8.8 Hz), 4.48 (2H, q, J=7.6 Hz), 1.30 (3H, t, J=7.6 Hz) As a reaction SMILES: [NH2:1][C:2]1[C:10]2[C:5](=[CH:6][C:7]([Cl:11])=[CH:8][CH:9]=2)[NH:4][C:3]=1[C:12](=[O:20])[C:13]1[CH:18]=[CH:17][CH:16]=[C:15]([Cl:19])[CH:14]=1.[C:21](Cl)(=[O:24])[CH2:22][CH3:23]>>[Cl:11][C:7]1[CH:6]=[C:5]2[C:10]([C:2]([NH:1][C:21](=[O:24])[CH2:22][CH3:23])=[C:3]([C:12](=[O:20])[C:13]3[CH:18]=[CH:17][CH:16]=[C:15]([Cl:19])[CH:14]=3)[NH:4]2)=[CH:9][CH:8]=1. The product is ClC1=CC=C2C(=C(NC2=C1)C(C1=CC(=CC=C1)Cl)=O)NC(CC)=O (6-Chloro-2-(3-chlorobenzoyl)-3-(propionylamino)indole). Reactants: NC1=C(NC2=CC(=CC=C12)Cl)C(C1=CC(=CC=C1)Cl)=O (3-amino-6-chloro-2-(3-chlorobenzoyl)indole), C(CC)(=O)Cl (propionyl chloride). The reactants are solid, ClC1=CC(=C(C=C1)C1=NC2=C(N1CC1=CC=C(C=C1)CCC(=O)O)C=C(C(=C2)F)F)OCC2CCCC2 (3-{4-[2-(4-Chloro-2-cyclopentylmethoxy-phenyl)-5,6-difluoro-benzoimidazol-1-ylmethyl]-phenyl}-propionic acid), BrC1=C(C=CC=C1)C1=NC2=C(N1)C=C(C(=C2)F)F (2-(2-bromo-phenyl)-5,6-difluoro-1H-benzoimidazole), BrCC1CCCCC1 (bromomethyl-cyclohexane). Product: BrC1=C(C=CC=C1)C1=NC2=C(N1CC1CCCCC1)C=C(C(=C2)F)F (2-(2-Bromo-phenyl)-1-cyclohexylmethyl-5,6-difluoro-1H-benzoimidazole). As a reaction SMILES: Cl[C:2]1[CH:7]=[CH:6][C:5]([C:8]2[N:12]([CH2:13][C:14]3[CH:19]=[CH:18][C:17](CCC(O)=O)=[CH:16][CH:15]=3)[C:11]3[CH:25]=[C:26]([F:30])[C:27]([F:29])=[CH:28][C:10]=3[N:9]=2)=[C:4](OCC2CCCC2)[CH:3]=1.[Br:38]C1C=CC=CC=1C1NC2C=C(F)C(F)=CC=2N=1.BrCC1CCCCC1>>[Br:38][C:4]1[CH:3]=[CH:2][CH:7]=[CH:6][C:5]=1[C:8]1[N:12]([CH2:13][CH:14]2[CH2:19][CH2:18][CH2:17][CH2:16][CH2:15]2)[C:11]2[CH:25]=[C:26]([F:30])[C:27]([F:29])=[CH:28][C:10]=2[N:9]=1. Reported procedure: The title compound was prepared in analogy to Example 19, intermediate b, from 2-(2-bromo-phenyl)-5,6-difluoro-1H-benzoimidazole and bromomethyl-cyclohexane (2550-36-9). Yellow sticky solid (94%). MS (Turbo Spray): m/z=406.1 (M+H).